This data is from the Open Reaction Database (ORD), a public repository of structured organic reaction records. The task is: describe an organic reaction: reactants, conditions, products, and yield Starting materials: BrCc1ccccc1, CCOC(OCC)P(=O)(CCC#N)OCC, [Li]CCCC, CCCCCC, CC(C)NC(C)C, [Cl-], [NH4+], C1CCOC1. Yields the product CCOC(OCC)P(=O)(CC(C#N)Cc1ccccc1)OCC. RXN SMILES: [Br:29][CH2:30][c:31]1[cH:32][cH:33][cH:34][cH:35][cH:36]1.[C:13](#[N:14])[CH2:15][CH2:16][P:17]([O:18][CH2:19][CH3:20])(=[O:21])[CH:22]([O:23][CH2:24][CH3:25])[O:26][CH2:27][CH3:28].[CH2:8]([Li:9])[CH2:10][CH2:11][CH3:12].[CH3:44][CH2:45][CH2:46][CH2:47][CH2:48][CH3:49].[CH:1]([NH:2][CH:3]([CH3:4])[CH3:5])([CH3:6])[CH3:7].[Cl-:37].[NH4+:38].[O:39]1[CH2:40][CH2:41][CH2:42][CH2:43]1>>[C:13](#[N:14])[CH:15]([CH2:16][P:17]([O:18][CH2:19][CH3:20])(=[O:21])[CH:22]([O:23][CH2:24][CH3:25])[O:26][CH2:27][CH3:28])[CH2:30][c:31]1[cH:32][cH:33][cH:34][cH:35][cH:36]1. Starting materials: ClC=1C=C(C(C(=O)O)=C(C1)[N+](=O)[O-])N (4-chloro-6-nitro-anthranilic acid), S(=O)(=O)(OC)OC (dimethyl sulfate), aqueous solution, [OH-].C(CCC)[N+](CCCC)(CCCC)CCCC (tetrabutylammonium hydroxide). The solvent is ClCCl (dichloromethane). Run at time 1 hour. The product is COC(C=1C(N)=CC(=CC1[N+](=O)[O-])Cl)=O (4-chloro-6-nitro-anthranilic acid methyl ester). Isolated yield 48.3%. As a reaction SMILES: [Cl:1][C:2]1[CH:3]=[C:4]([NH2:14])[C:5](=[C:9]([N+:11]([O-:13])=[O:12])[CH:10]=1)[C:6]([OH:8])=[O:7].[OH-].[CH2:16]([N+](CCCC)(CCCC)CCCC)CCC.S(OC)(OC)(=O)=O>ClCCl>[CH3:16][O:7][C:6](=[O:8])[C:5]1[C:4](=[CH:3][C:2]([Cl:1])=[CH:10][C:9]=1[N+:11]([O-:13])=[O:12])[NH2:14] |f:1.2|. Procedure: 3.25 g (15 mmol) of 4-chloro-6-nitro-anthranilic acid and 9.73 ml of a 40% aqueous solution of tetrabutylammonium hydroxide are placed in 65 ml of dichloromethane. Then 1.43 ml (15 mmol) of dimethyl sulfate are added dropwise thereto and the mixture is stirred for 1 hour at room temperature and washed in succession with a small amount of water and saturated sodium chloride solution. The aqueous phases are extracted by shaking with dichloromethane and the combined organic phases are dried over so... Reactants: N(=[N+]=[N-])CC=1C=C2C(=NN(C2=CC1)C(=O)OC(C)(C)C)C1=CC(=CC=C1)F (tert-butyl 5-(azidomethyl)-3-(3-fluorophenyl)-1H-1-indazolecarboxylate). Reagents/catalysts: C([O-])([O-])=O.[Ca+2].[Pd+2].C([O-])([O-])=O (palladium-calcium carbonate). Run in C(C)O (ethanol), O1CCCC1 (tetrahydrofuran). Run at time 1.5 hour. Yields the product NCC=1C=C2C(=NN(C2=CC1)C(=O)OC(C)(C)C)C1=CC(=CC=C1)F (tert-Butyl 5-(aminomethyl)-3-(3-fluorophenyl)-1H-1-indazolecarboxylate). The yield is 83.5%. As a reaction SMILES: [N:1]([CH2:4][C:5]1[CH:6]=[C:7]2[C:11](=[CH:12][CH:13]=1)[N:10]([C:14]([O:16][C:17]([CH3:20])([CH3:19])[CH3:18])=[O:15])[N:9]=[C:8]2[C:21]1[CH:26]=[CH:25][CH:24]=[C:23]([F:27])[CH:22]=1)=[N+]=[N-]>C(O)C.O1CCCC1.C(=O)([O-])[O-].[Ca+2].[Pd+2].C(=O)([O-])[O-]>[NH2:1][CH2:4][C:5]1[CH:6]=[C:7]2[C:11](=[CH:12][CH:13]=1)[N:10]([C:14]([O:16][C:17]([CH3:20])([CH3:19])[CH3:18])=[O:15])[N:9]=[C:8]2[C:21]1[CH:26]=[CH:25][CH:24]=[C:23]([F:27])[CH:22]=1 |f:3.4.5.6|. Reported procedure: To a solution of 550 mg of tert-butyl 5-(azidomethyl)-3-(3-fluorophenyl)-1H-1-indazolecarboxylate in a mixture of 10 ml ethanol and 5 ml tetrahydrofuran was added 110 mg of 5% palladium-calcium carbonate, and the mixture was hydrogenated at room temperature at normal pressure for 1.5 hours. After filtering off the catalyst through Celite, the solvent was evaporated. The crude product was purified and separated by silica gel column chromatography (ethyl acetate:methanol=1:0 to 9:1), to give 427 m... Starting materials: C(c1ccc2cccnc2c1)=O, CC1=CN=C(C=C1)N, [C-]#[N+]C1CCCCC1. Reagents/catalysts: O=C(O)C(F)(F)F (trifluoroacetic acid). The solvent is CC(C)O (isopropyl alcohol), CC(C)O (isopropylalcohol). Run at temperature 22 celsius, time 20 hour. Product: Cc1ccc2nc(c3ccc4cccnc4c3)c(NC3CCCCC3)n2c1. Yield: 10.1%. As a reaction SMILES: CC1=CC=C(N)N=C1.[C-]#[N+]C1CCCCC1.O=CC1=CC=C2C=CC=NC2=C1>>CC1=CN2C(C=C1)=NC(=C2NC1CCCCC1)C1=CC=C2C=CC=NC2=C1. Starting materials: C(C(=O)OCC)(=O)OCC (diethyl oxalate), FC=1C=C2C=C(C(=NC2=CC1)N)C(=O)N (6-fluoro-2-aminoquinoline-3-carboxamide). Run in CCCCCC (Hexane). Conditions: temperature 160 celsius. Yields the product FC=1C=C2C=C3C(=NC2=CC1)N=C(NC3=O)C(=O)OCC (Ethyl 7-fluoropyrimido[4,5-b]quinolin-4(3H)-one-2-carboxylate). As a reaction SMILES: [C:1]([O:8][CH2:9][CH3:10])(=[O:7])[C:2](OCC)=O.[F:11][C:12]1[CH:13]=[C:14]2[C:19](=[CH:20][CH:21]=1)[N:18]=[C:17]([NH2:22])[C:16]([C:23]([NH2:25])=[O:24])=[CH:15]2>CCCCCC>[F:11][C:12]1[CH:13]=[C:14]2[C:19](=[CH:20][CH:21]=1)[N:18]=[C:17]1[N:22]=[C:2]([C:1]([O:8][CH2:9][CH3:10])=[O:7])[NH:25][C:23](=[O:24])[C:16]1=[CH:15]2. Reported procedure: A mixture of diethyl oxalate (57.2 g., 0.392 mole) and 6-fluoro-2-aminoquinoline-3-carboxamide (5.34 g., 0.0261 mole) is heated for 18 hours at 160° C. under a nitrogen atmosphere and then allowed to cool to room temperature. Hexane (300 ml.) is added, the mixture stirred and filtered to provide the desired product. It is washed with hexane and dried. Yield = 4.9 g (71%); m.p. 272° C. (dec.).